Dataset: the Open Reaction Database (ORD), a public repository of structured organic reaction records. Task: describe an organic reaction: reactants, conditions, products, and yield The reactants are CCCCCCCCC=CCCCCCCCC(=O)Cl, CSc1ccc2ncccc2c1N. The product is CCCCCCCCC=CCCCCCCCC(=O)Nc1c(SC)ccc2ncccc12. Reaction SMILES: [C:14]([CH2:15][CH2:16][CH2:17][CH2:18][CH2:19][CH2:20][CH2:21][CH:22]=[CH:23][CH2:24][CH2:25][CH2:26][CH2:27][CH2:28][CH2:29][CH2:30][CH3:31])(=[O:32])[Cl:33].[NH2:1][c:2]1[c:3]2[cH:4][cH:5][cH:6][n:7][c:8]2[cH:9][cH:10][c:11]1[S:12][CH3:13]>>[NH:1]([c:2]1[c:3]2[cH:4][cH:5][cH:6][n:7][c:8]2[cH:9][cH:10][c:11]1[S:12][CH3:13])[C:14]([CH2:15][CH2:16][CH2:17][CH2:18][CH2:19][CH2:20][CH2:21][CH:22]=[CH:23][CH2:24][CH2:25][CH2:26][CH2:27][CH2:28][CH2:29][CH2:30][CH3:31])=[O:32].